Dataset: the Open Reaction Database (ORD), a public repository of structured organic reaction records. Task: describe an organic reaction: reactants, conditions, products, and yield Reactants: BrC=1C=C2C=CC(=CC2=CC1)OCCCCCCC (6-bromo-2-heptyloxynaphthalene), C(C=C)(=O)OC (methyl acrylate), C1(=C(C=CC=C1)P(C1=C(C=CC=C1)C)C1=C(C=CC=C1)C)C (tri-o-tolylphosphine). The reagents and catalysts are C(C)(=O)[O-].[Pd+2].C(C)(=O)[O-] (palladium acetate). The solvent is C(C)N(CC)CC (triethylamine). The product is C(CCCCCC)OC=1C=C2C=CC(=CC2=CC1)/C=C/C(=O)OC (Methyl (E)-3-(6-heptyloxynaphth-2-yl)acrylate). Reaction SMILES: Br[C:2]1[CH:3]=[C:4]2[C:9](=[CH:10][CH:11]=1)[CH:8]=[C:7]([O:12][CH2:13][CH2:14][CH2:15][CH2:16][CH2:17][CH2:18][CH3:19])[CH:6]=[CH:5]2.[C:20]([O:24][CH3:25])(=[O:23])[CH:21]=[CH2:22].C1(C)C=CC=CC=1P(C1C=CC=CC=1C)C1C=CC=CC=1C>C([O-])(=O)C.[Pd+2].C([O-])(=O)C.C(N(CC)CC)C>[CH2:13]([O:12][C:7]1[CH:8]=[C:9]2[C:4](=[CH:5][CH:6]=1)[CH:3]=[C:2](/[CH:22]=[CH:21]/[C:20]([O:24][CH3:25])=[O:23])[CH:11]=[CH:10]2)[CH2:14][CH2:15][CH2:16][CH2:17][CH2:18][CH3:19] |f:3.4.5|. Reported procedure: A mixture of 5.2 g of 6-bromo-2-heptyloxynaphthalene, 25 ml of triethylamine, 4.3 ml of methyl acrylate, 0.072 g of palladium acetate and 0.392 g of tri-o-tolylphosphine is refluxed for 16 hours. The reaction mixture is then cooled and is partitioned between ethyl acetate and water and the organic phase is washed with water, dried over magnesium sulfate, filtered and evaporated down. The residue is chromatographed over 250 g of silica gel using toluene/ethyl acetate (3:1) and then crystallized f... Starting materials: CC(N)C1CCCCC1, CC1(C)CO1. Product: CC(NCC(C)(C)O)C1CCCCC1. Reaction SMILES: [CH:1]1([CH:7]([CH3:8])[NH2:9])[CH2:2][CH2:3][CH2:4][CH2:5][CH2:6]1.[O:10]1[CH2:11][C:12]1([CH3:13])[CH3:14]>>[CH:1]1([CH:7]([CH3:8])[NH:9][CH2:11][C:12]([OH:10])([CH3:13])[CH3:14])[CH2:2][CH2:3][CH2:4][CH2:5][CH2:6]1. The reactants are Clc1ccnc2ccc(Br)cc12, c1ccc(N2CCNCC2)nc1. Product: Brc1ccc2nccc(N3CCN(c4ccccn4)CC3)c2c1. RXN SMILES: [Br:1][c:2]1[cH:3][c:4]2[c:5]([Cl:12])[cH:6][cH:7][n:8][c:9]2[cH:10][cH:11]1.[n:13]1[c:14]([N:19]2[CH2:20][CH2:21][NH:22][CH2:23][CH2:24]2)[cH:15][cH:16][cH:17][cH:18]1>>[Br:1][c:2]1[cH:3][c:4]2[c:5]([N:22]3[CH2:21][CH2:20][N:19]([c:14]4[n:13][cH:18][cH:17][cH:16][cH:15]4)[CH2:24][CH2:23]3)[cH:6][cH:7][n:8][c:9]2[cH:10][cH:11]1.